Dataset: the Open Reaction Database (ORD), a public repository of structured organic reaction records. Task: describe an organic reaction: reactants, conditions, products, and yield Starting materials: FC=1C=C(CN2N=CC3=CC(=CC=C23)NC=2C3=C(N=CN2)SC2=C3CNC2)C=CC1 (N-[1-(3-Fluorobenzyl)-1H-indazol-5-yl]-6,7-dihydro-5H-pyrrolo[3′,4′:4,5]thieno[2,3-d]pyrimidin-4-amine), Cl.CN(C/C=C/C(=O)O)C ((2E)-4-(Dimethylamino)but-2-enoic acid hydrochloride). The product is CN(C/C=C/C(=O)N1CC2=C(SC=3N=CN=C(C32)NC=3C=C2C=NN(C2=CC3)CC3=CC(=CC=C3)F)C1)C (6-[(2E)-4-(Dimethylamino)but-2-enoyl]-N-[1-(3-fluorobenzyl)-1H-indazol-5-yl]-6,7-dihydro-5H-pyrrolo[3′,4′:4,5]thieno[2,3-d]pyrimidin-4-amine). As a reaction SMILES: [F:1][C:2]1[CH:3]=[C:4]([CH:28]=[CH:29][CH:30]=1)[CH2:5][N:6]1[C:14]2[C:9](=[CH:10][C:11]([NH:15][C:16]3[C:17]4[C:24]5[CH2:25][NH:26][CH2:27][C:23]=5[S:22][C:18]=4[N:19]=[CH:20][N:21]=3)=[CH:12][CH:13]=2)[CH:8]=[N:7]1.Cl.[CH3:32][N:33]([CH3:40])[CH2:34]/[CH:35]=[CH:36]/[C:37](O)=[O:38]>>[CH3:32][N:33]([CH3:40])[CH2:34]/[CH:35]=[CH:36]/[C:37]([N:26]1[CH2:27][C:23]2[S:22][C:18]3[N:19]=[CH:20][N:21]=[C:16]([NH:15][C:11]4[CH:10]=[C:9]5[C:14](=[CH:13][CH:12]=4)[N:6]([CH2:5][C:4]4[CH:28]=[CH:29][CH:30]=[C:2]([F:1])[CH:3]=4)[N:7]=[CH:8]5)[C:17]=3[C:24]=2[CH2:25]1)=[O:38] |f:1.2|. Procedure details: In analogy to Example 89, the title compound was prepared from N-[1-(3-fluorobenzyl)-1H-indazol-5-yl]-6,7-dihydro-5H-pyrrolo[3′,4′:4,5]thieno[2,3-d]pyrimidin-4-amine from Example 33A (51 mg, 0.12 mmol) and (2E)-4-(dimethylamino)but-2-enoic acid hydrochloride from Example 1A (29 mg, 0.17 mmol) to yield 30 mg (44%). The reactants are CC(C(=O)NC1=C(C=CC=C1)CC(C1=C(C=CC=C1)C)NC)(C)C (2,2-Dimethyl-N-[2-[2-methylamino-2-(2-methylphenyl)ethyl]phenyl]propanamide), Cl (hydrochloric acid). Reaction conditions: time 8 hour. The product is Cl.Cl.NC1=C(CC(C2=C(C=CC=C2)C)NC)C=CC=C1 (2-amino-N-methyl-α-(2-methylphenyl)phenethylamine dihydrochloride). Reaction SMILES: CC(C)(C)C([NH:5][C:6]1[CH:11]=[CH:10][CH:9]=[CH:8][C:7]=1[CH2:12][CH:13]([NH:21][CH3:22])[C:14]1[CH:19]=[CH:18][CH:17]=[CH:16][C:15]=1[CH3:20])=O.[ClH:25]>>[ClH:25].[ClH:25].[NH2:5][C:6]1[CH:11]=[CH:10][CH:9]=[CH:8][C:7]=1[CH2:12][CH:13]([NH:21][CH3:22])[C:14]1[CH:19]=[CH:18][CH:17]=[CH:16][C:15]=1[CH3:20] |f:2.3.4|. Reported procedure: 2,2-Dimethyl-N-[2-[2-methylamino-2-(2-methylphenyl)ethyl]phenyl]propanamide (12 g) was treated with 60 ml of 6N hydrochloric acid solution. After refluxing and stirring for 8 hr, the solution was decanted over 100 g of ice and basified with 25 ml of a 50% sodium hydroxide solution. The aqueous mixture was extracted with dichloromethane, and the organic phase was dried over anhydrous sodium sulfate, filtered and concentrated. Purification was accomplished by preparative HPLC (silica gel, eluted w... The reactants are O=C([O-])[O-], CS(=O)(=O)c1ccc(O)cn1, CN(C)C=O, Cc1cc(F)ccc1[N+](=O)[O-], [K+], [K+]. Yields the product Cc1cc(Oc2ccc(S(C)(=O)=O)nc2)ccc1[N+](=O)[O-]. Reaction SMILES: [C:23](=[O:24])([O-:25])[O-:26].[CH3:12][S:13](=[O:14])(=[O:15])[c:16]1[cH:17][cH:18][c:19]([OH:22])[cH:20][n:21]1.[CH3:29][N:30]([CH3:31])[CH:32]=[O:33].[F:1][c:2]1[cH:3][c:4]([CH3:11])[c:5]([N+:8](=[O:9])[O-:10])[cH:6][cH:7]1.[K+:27].[K+:28]>>[c:2]1([O:22][c:19]2[cH:18][cH:17][c:16]([S:13]([CH3:12])(=[O:14])=[O:15])[n:21][cH:20]2)[cH:3][c:4]([CH3:11])[c:5]([N+:8](=[O:9])[O-:10])[cH:6][cH:7]1. The reactants are CCOC(=O)CBr, O=C([O-])[O-], CC#N, [K+], [K+], O=[N+]([O-])c1cccc(CNCCN2Cc3ccc(F)cc3CC2Cc2ccc(F)cc2)c1, O. Product: CCOC(=O)CN(CCN1Cc2ccc(F)cc2CC1Cc1ccc(F)cc1)Cc1cccc([N+](=O)[O-])c1. Reaction SMILES: [Br:33][CH2:34][C:35](=[O:36])[O:37][CH2:38][CH3:39].[C:40](=[O:41])([O-:42])[O-:43].[CH3:47][C:48]#[N:49].[K+:44].[K+:45].[N+:1](=[O:2])([O-:3])[c:4]1[cH:5][c:6]([CH2:7][NH:8][CH2:9][CH2:10][N:11]2[CH2:12][c:13]3[cH:14][cH:15][c:16]([F:29])[cH:17][c:18]3[CH2:19][CH:20]2[CH2:21][c:22]2[cH:23][cH:24][c:25]([F:28])[cH:26][cH:27]2)[cH:30][cH:31][cH:32]1.[OH2:46]>>[N+:1](=[O:2])([O-:3])[c:4]1[cH:5][c:6]([CH2:7][N:8]([CH2:9][CH2:10][N:11]2[CH2:12][c:13]3[cH:14][cH:15][c:16]([F:29])[cH:17][c:18]3[CH2:19][CH:20]2[CH2:21][c:22]2[cH:23][cH:24][c:25]([F:28])[cH:26][cH:27]2)[CH2:34][C:35](=[O:36])[O:37][CH2:38][CH3:39])[cH:30][cH:31][cH:32]1. Run in C(C)#N (acetonitrile). Starting materials: [N+](=O)([O-])C=1C=NC2=CC=CN=C2C1NCC1(CCCCC1)O (1-{[(3-nitro[1,5]naphthyridin-4-yl)amino]methyl}cyclohexanol). Reagents/catalysts: [Pt] (platinum on carbon). RXN SMILES: [N+:1]([C:4]1[CH:5]=[N:6][C:7]2[C:12]([C:13]=1[NH:14][CH2:15][C:16]1([OH:22])[CH2:21][CH2:20][CH2:19][CH2:18][CH2:17]1)=[N:11][CH:10]=[CH:9][CH:8]=2)([O-])=O>[Pt].C(#N)C>[NH2:1][C:4]1[CH:5]=[N:6][C:7]2[C:12]([C:13]=1[NH:14][CH2:15][C:16]1([OH:22])[CH2:21][CH2:20][CH2:19][CH2:18][CH2:17]1)=[N:11][CH:10]=[CH:9][CH:8]=2. Yields the product NC=1C=NC2=CC=CN=C2C1NCC1(CCCCC1)O (1-{[(3-amino[1,5]naphthyridin-4-yl)amino]methyl}cyclohexanol). Procedure: A mixture of 1-{[(3-nitro[1,5]naphthyridin-4-yl)amino]methyl}cyclohexanol (4.55 g, 15.1 mmol) and 5% platinum on carbon (0.50 g) in acetonitrile (100 mL) was hydrogenated at 50 psi (3.5×105 Pa) overnight on a Parr apparatus. The reaction mixture was filtered through CELITE filter agent, which was rinsed with methanol afterwards. The filtrate was concentrated to give 1-{[(3-amino[1,5]naphthyridin-4-yl)amino]methyl}cyclohexanol. The 1-{[(3-amino[1,5]naphthyridin-4-yl)amino]methyl}cyclohexanol was ... The reactants are [Al+3], N#CC(C(=O)Cl)=C(c1ccc(F)cc1)c1ccc(F)cc1, [H-], [H-], [H-], [H-], [Li+], C1CCOC1, O=S(=O)(O)O. The product is N#CC(CO)=C(c1ccc(F)cc1)c1ccc(F)cc1. As a reaction SMILES: [Al+3:23].[C:1](#[N:2])[C:3]([C:4](=[O:5])[Cl:6])=[C:7]([c:8]1[cH:9][cH:10][c:11]([F:14])[cH:12][cH:13]1)[c:15]1[cH:16][cH:17][c:18]([F:21])[cH:19][cH:20]1.[H-:22].[H-:25].[H-:26].[H-:27].[Li+:24].[O:28]1[CH2:29][CH2:30][CH2:31][CH2:32]1.[S:33](=[O:34])(=[O:35])([OH:36])[OH:37]>>[C:1](#[N:2])[C:3]([CH2:4][OH:5])=[C:7]([c:8]1[cH:9][cH:10][c:11]([F:14])[cH:12][cH:13]1)[c:15]1[cH:16][cH:17][c:18]([F:21])[cH:19][cH:20]1. Reactants: O (water), C(CCC)[Li] (n-butyllithium), CC1(CNC(C2=CC=CC=C12)=O)C (4,4-dimethyl-1,2,3,4-tetrahydro-1-isoquinolinone), ClCCCBr (1-chloro-3-bromopropane). The solvent is O1CCCC1 (tetrahydrofuran). Reaction conditions: temperature 25 celsius, time 3 hour. The product is ClCCCN1C(C2=CC=CC=C2C(C1)(C)C)=O (2-(3-chloropropyl)-4,4-dimethyl-1,2,3,4-tetrahydro 1isoquinolinone). The yield is 45.2%. Reaction SMILES: C([Li])CCC.[CH3:6][C:7]1([CH3:18])[C:16]2[C:11](=[CH:12][CH:13]=[CH:14][CH:15]=2)[C:10](=[O:17])[NH:9][CH2:8]1.[Cl:19][CH2:20][CH2:21][CH2:22]Br.O>O1CCCC1>[Cl:19][CH2:20][CH2:21][CH2:22][N:9]1[CH2:8][C:7]([CH3:18])([CH3:6])[C:16]2[C:11](=[CH:12][CH:13]=[CH:14][CH:15]=2)[C:10]1=[O:17]. Reported procedure: 2-(3-Chloropropyl)-4,4-dimethyl-1,2,3,4-tetrahydro-1-isoquinolinone may be obtained in the following manner: 25.7 cm3 of n-butyllithium (1.6 M in hexane) are added to a solution of 6 g of 4,4-dimethyl-1,2,3,4-tetrahydro-1-isoquinolinone in 120 cm3 of tetrahydrofuran, at -76° C. under a nitrogen stream. The reaction mixture is left for three hours at 0° C. 13 g of 1-chloro-3-bromopropane are then added and the mixture is stirred for 18 hours at a temperature of about 25° C. The reaction mixture i...